From a dataset of the Open Reaction Database (ORD), a public repository of structured organic reaction records. describe an organic reaction: reactants, conditions, products, and yield Starting materials: Cl[Sn]Cl (SnCl2), N1(CCCC1)C(=C)C1=CC2=C(OCC2)C=C1 (5-(1-pyrrolidinylvinyl)-2,3-dihydrobenzo[b]furan), C(C)(=O)C1=CC2=C(OCC2)C=C1 (5-acetyl-2,3-dihydrobenzo[b]furan), N1CCCC1 (pyrrolidine), CC1=NC(=C(C(=N1)Cl)[N+](=O)[O-])Cl (2-methyl-4,6-dichloro-5-nitropyrimidine), C(C)(C)N(C(C)C)CC (N,N-diisopropylethylamine), N1CCCCC1 (piperidine), Cl[Sn]Cl (SnCl2). Reaction SMILES: [N:1]1([C:6]([C:8]2[CH:16]=[CH:15][C:11]3[O:12][CH2:13][CH2:14][C:10]=3[CH:9]=2)=[CH2:7])[CH2:5][CH2:4]CC1.C(C1C=CC2OCCC=2C=1)(=O)C.N1CCCC1.[CH3:34][C:35]1[N:40]=C(Cl)C([N+]([O-])=O)=[C:37](Cl)[N:36]=1.C([N:49]([CH2:53][CH3:54])[CH:50]([CH3:52])[CH3:51])(C)C.N1CCCCC1.Cl[Sn]Cl>CN(C=O)C.Cl[Ti](Cl)(Cl)Cl.CCN(CC)CC>[CH3:52][CH:50]1[CH2:51][CH:34]([C:35]2[NH:40][C:4]3=[CH:7][C:6]([C:8]4[CH:16]=[CH:15][C:11]5[O:12][CH2:13][CH2:14][C:10]=5[CH:9]=4)=[N:1][C:5]3=[CH:37][N:36]=2)[CH2:54][CH2:53][NH:49]1. Yield: 37.0%. The reagents and catalysts are Cl[Ti](Cl)(Cl)Cl (TiCl4). Procedure details: Using the method described in Example 30 by employing 5-(1-pyrrolidinylvinyl)-2,3-dihydrobenzo[b]furan (freshly prepared before use from 5-acetyl-2,3-dihydrobenzo[b]furan (Avocado Chemical Company), pyrrolidine and TiCl4 (1.20 g, 5.58 mmol), 2-methyl-4,6-dichloro-5-nitropyrimidine (Example 76(b)) (1.20 g, 5.58 mmol), N,N-diisopropylethylamine (1.0 mL, 5.58 mmol), piperidine (0.9 mL, 8.9 mmol), NEt3 (1.1 mL) and SnCl2 (17 mL of a 2 M soln in DMF). In this example the 2 M SnCl2 solution was added ... Conditions: time 48 hour. The product is CC1NCCC(C1)C1=NC=C2C(N1)=CC(=N2)C2=CC1=C(OCC1)C=C2 (5-[2-methyl-4-piperidyl pyrrolo[4,5-d]pyrimidin-6-yl]-2,3-dihydrobenzo[b]furan). Run in CN(C)C=O (DMF), CCN(CC)CC (NEt3). Starting materials: Cc1nc2c(cc1O)CC1CN(C(=O)OC(C)(C)C)CC(C)N21, COCCBr, [H-], [Na+]. The product is COCCOc1cc2c(nc1C)N1C(C)CN(C(=O)OC(C)(C)C)CC1C2. RXN SMILES: [C:1]([CH3:2])([CH3:3])([CH3:4])[O:5][C:6](=[O:7])[N:8]1[CH2:9][CH:10]2[CH2:11][c:12]3[cH:13][c:14]([OH:23])[c:15]([CH3:22])[n:16][c:17]3[N:18]2[CH:19]([CH3:21])[CH2:20]1.[CH3:26][O:27][CH2:28][CH2:29][Br:30].[H-:24].[Na+:25]>>[C:1]([CH3:2])([CH3:3])([CH3:4])[O:5][C:6](=[O:7])[N:8]1[CH2:9][CH:10]2[CH2:11][c:12]3[cH:13][c:14]([O:23][CH2:29][CH2:28][O:27][CH3:26])[c:15]([CH3:22])[n:16][c:17]3[N:18]2[CH:19]([CH3:21])[CH2:20]1.